From a dataset of the Open Reaction Database (ORD), a public repository of structured organic reaction records. describe an organic reaction: reactants, conditions, products, and yield Reported procedure: A suspension of ethyl 5-(6-chloro-5-methoxy-2-phenylindol-1-ylmethyl)furan-2-carboxylate (258 mg) in ammonia (Ca. 7 mol/L methanol solution, 12.4 mL) was stirred at room temperature for 44 hours. The reaction mixture was filtered, washed with methanol, and then concentrated under reduced pressure to obtain the title compound (138 mg). 1H-NMR (CDCl3) δ ppm: 3.95 (3H, s), 5.23 (2H, s), 6.10 (1H, d, J=3.5 Hz), 6.50-6.55 (1H, m), 7.03 (1H, d, J=3.5 Hz), 7.15 (1H, s), 7.35-7.55 (6H, m). The product is ClC1=C(C=C2C=C(N(C2=C1)CC1=CC=C(O1)C(=O)N)C1=CC=CC=C1)OC (5-(6-Chloro-5-methoxy-2-phenylindol-1-ylmethyl)furan-2-carboxamide). As a reaction SMILES: [Cl:1][C:2]1[CH:10]=[C:9]2[C:5]([CH:6]=[C:7]([C:22]3[CH:27]=[CH:26][CH:25]=[CH:24][CH:23]=3)[N:8]2[CH2:11][C:12]2[O:16][C:15]([C:17](OCC)=[O:18])=[CH:14][CH:13]=2)=[CH:4][C:3]=1[O:28][CH3:29].[NH3:30]>>[Cl:1][C:2]1[CH:10]=[C:9]2[C:5]([CH:6]=[C:7]([C:22]3[CH:27]=[CH:26][CH:25]=[CH:24][CH:23]=3)[N:8]2[CH2:11][C:12]2[O:16][C:15]([C:17]([NH2:30])=[O:18])=[CH:14][CH:13]=2)=[CH:4][C:3]=1[O:28][CH3:29]. Starting materials: ClC1=C(C=C2C=C(N(C2=C1)CC1=CC=C(O1)C(=O)OCC)C1=CC=CC=C1)OC (ethyl 5-(6-chloro-5-methoxy-2-phenylindol-1-ylmethyl)furan-2-carboxylate), N (ammonia). Conditions: time 44 hour. Reactants: NC=1C=C(C(=NC1)F)C=C (5-amino-2-fluoro-3-vinylpyridine). The reagents and catalysts are [Pd] (palladium on activated carbon). The solvent is CO (MeOH), CO (MeOH). Run at time 48 hour. The product is NC=1C=C(C(=NC1)F)CC (5-Amino-3-ethyl-2-fluoropyridine). Isolated yield 99.0%. Reaction SMILES: [NH2:1][C:2]1[CH:3]=[C:4]([CH:9]=[CH2:10])[C:5]([F:8])=[N:6][CH:7]=1>CO.[Pd]>[NH2:1][C:2]1[CH:3]=[C:4]([CH2:9][CH3:10])[C:5]([F:8])=[N:6][CH:7]=1. Procedure details: A solution of the 5-amino-2-fluoro-3-vinylpyridine from Step 126c above (2.30 g, 16.6 mmol) in MeOH (50 mL) was added to a suspension of 10% palladium on activated carbon (Aldrich, 0.10 g) in MeOH (75 ml). The mixture was placed under an atmosphere of H2 (balloon) for 48 h. The catalyst was removed by filtration and the solvent was evaporated to yield the title compound as a beige solid (2.31 g, 99%): 1H NMR (CDCl3, 300 MHz) δ 1.22 (t, J=7.5 Hz, 3H), 2.58 (q, J=7.5 Hz, 2H), 6.96 (dd, J=3.0, 5.1 ... Starting materials: ClC1=C(C=NC2=CC3=C(C=C12)C=CC=C3)C#N (4-chlorobenzo[g]quinoline-3-carbonitrile), ClC1=CC(=C(N)C=C1OC)C (4-chloro-5-methoxy-2-methylaniline), Cl.N1=CC=CC=C1 (pyridine hydrochloride). Solvent: C(C)OCCO (2-ethoxyethanol). The product is ClC1=CC(=C(NC2=C(C=NC3=CC4=C(C=C23)C=CC=C4)C#N)C=C1OC)C (4-(4-Chloro-5-methoxy-2-methylanilino)benzo[g]quinoline-3-carbonitrile). Yield: 71.0%. Reaction SMILES: Cl[C:2]1[C:11]2[C:6](=[CH:7][C:8]3[CH:15]=[CH:14][CH:13]=[CH:12][C:9]=3[CH:10]=2)[N:5]=[CH:4][C:3]=1[C:16]#[N:17].[Cl:18][C:19]1[C:25]([O:26][CH3:27])=[CH:24][C:22]([NH2:23])=[C:21]([CH3:28])[CH:20]=1.Cl.N1C=CC=CC=1>C(OCCO)C>[Cl:18][C:19]1[C:25]([O:26][CH3:27])=[CH:24][C:22]([NH:23][C:2]2[C:11]3[C:6](=[CH:7][C:8]4[CH:15]=[CH:14][CH:13]=[CH:12][C:9]=4[CH:10]=3)[N:5]=[CH:4][C:3]=2[C:16]#[N:17])=[C:21]([CH3:28])[CH:20]=1 |f:2.3|. Procedure: Following the procedure of Example 3, the reaction mixture of 141.8 mg (0.60 mmol) of 4-chlorobenzo[g]quinoline-3-carbonitrile, 102.9 mg (0.60 mmol) of 4-chloro-5-methoxy-2-methylaniline (can be prepared by the procedure disclosed in WO 85/01939, which is hereby incorporated by reference) and 57.8 mg (0.50 mmol) of pyridine hydrochloride in 8.0 mL of 2-ethoxyethanol is heated at 130–135° C. for 1.5 hours to yield the crude product. Purification of the crude product on preparative TLC (developing... As a reaction SMILES: [CH3:14][OH:15].[NH2:1][c:2]1[n:3][c:4]([O:9][C:10]([F:11])([F:12])[F:13])[n:5][c:6]([F:8])[n:7]1>>[NH2:1][c:2]1[n:3][c:4]([O:9][C:10]([F:11])([F:12])[F:13])[n:5][c:6]([O:15][CH3:14])[n:7]1. Starting materials: CO, Nc1nc(F)nc(OC(F)(F)F)n1. Yields the product COc1nc(N)nc(OC(F)(F)F)n1. Reactants: CO (methanol), C(C)(C)(C)[Si](OCCCOC=1C=C2C=CN(C2=CC1)C(C)C)(C)C (5-[3-(tert-butyldimethyl-silyloxy)propoxy]-1-isopropyl-1H-indole), N1=C(C=CC=C1C)C (2,6-lutidine), C(C(=O)Cl)(=O)Cl (oxalyl chloride), C[O-].[Na+] (sodium methoxide). The solvent is C(C)(=O)OCC (ethyl acetate), O1CCCC1 (tetrahydrofuran). Run at temperature -78 celsius, time 1 hour. Yields the product COC(C(=O)C1=CN(C2=CC=C(C=C12)OCCCO[Si](C)(C)C(C)(C)C)C(C)C)=O ({5-[3-(tert-Butyldimethylsilyloxy)propoxy]-1-isopropyl-1H-indol-3-yl}oxoacetic acid methyl ester). As a reaction SMILES: [C:1]([Si:5]([CH3:24])([CH3:23])[O:6][CH2:7][CH2:8][CH2:9][O:10][C:11]1[CH:12]=[C:13]2[C:17](=[CH:18][CH:19]=1)[N:16]([CH:20]([CH3:22])[CH3:21])[CH:15]=[CH:14]2)([CH3:4])([CH3:3])[CH3:2].N1C(C)=CC=CC=1C.C(Cl)(=O)[C:34](Cl)=[O:35].[CH3:39][OH:40].[CH3:41][O-:42].[Na+]>O1CCCC1.C(OCC)(=O)C>[CH3:39][O:40][C:34](=[O:35])[C:41]([C:14]1[C:13]2[C:17](=[CH:18][CH:19]=[C:11]([O:10][CH2:9][CH2:8][CH2:7][O:6][Si:5]([C:1]([CH3:4])([CH3:2])[CH3:3])([CH3:24])[CH3:23])[CH:12]=2)[N:16]([CH:20]([CH3:21])[CH3:22])[CH:15]=1)=[O:42] |f:4.5|. Procedure: Dissolve 5-[3-(tert-butyldimethyl-silyloxy)propoxy]-1-isopropyl-1H-indole (0.43 g, 1.124 mmol) in tetrahydrofuran (40 mL). Add 2,6-lutidine (0.43 mL, 3 eq) and cool to 0° C. Add oxalyl chloride dropwise and stir for 1.5 hours then cool to −78° C., add methanol (0.1 mL, 2 eq) and treated with sodium methoxide (25% w/w in methanol, 22.5 mL). Stir for 1 hour then dilute with ethyl acetate and extract with saturated sodium bicarbanate then brine. Dry over magnesium sulfate, filter and concentrate. P... The reactants are OC[C@H](N)[C@H](O)\C=C\CCCCCCCCCCCCC (sphingosine), C(C)(=O)NCC(=O)O (N-acetylglycine), C1(CCCCC1)N=C=NC1CCCCC1 (dicyclohexylcarbodiimide). Solvent: C(Cl)(Cl)Cl (chloroform). Yields the product C(C)(=O)NCC(=O)N[C@@H](CO)[C@H](O)\C=C\CCCCCCCCCCCCC (N-(N'-ACETYLGLYCYL) SPHINGOSINE). Reaction SMILES: [OH:1][CH2:2][C@@H:3]([C@@H:5](/[CH:7]=[CH:8]/[CH2:9][CH2:10][CH2:11][CH2:12][CH2:13][CH2:14][CH2:15][CH2:16][CH2:17][CH2:18][CH2:19][CH2:20][CH3:21])[OH:6])[NH2:4].[C:22]([NH:25][CH2:26][C:27](O)=[O:28])(=[O:24])[CH3:23].C1(N=C=NC2CCCCC2)CCCCC1>C(Cl)(Cl)Cl>[C:22]([NH:25][CH2:26][C:27]([NH:4][C@H:3]([C@@H:5](/[CH:7]=[CH:8]/[CH2:9][CH2:10][CH2:11][CH2:12][CH2:13][CH2:14][CH2:15][CH2:16][CH2:17][CH2:18][CH2:19][CH2:20][CH3:21])[OH:6])[CH2:2][OH:1])=[O:28])(=[O:24])[CH3:23]. Procedure: 5.0 gr of sphingosine (16.70 mM), prepared according to Example 4, 2.1 gr of N-acetylglycine (18.37 mM) and 3.8 gr of dicyclohexylcarbodiimide (18.40 mM) are left to react in 150 cc of chloroform, under warm conditions overnight. The reaction mixture is placed in a freezer to precipitate. The urea is filtered, and the chloroform solution is washed with H2O. The raw material is purified by chromatography using a mixture of CH2Cl2 /ethyl acetate/CH3OH, 70:30:10 v/v/v. Reactants: Brc1ccccn1, CCCC[Sn](Cl)(CCCC)CCCC, C1CCOC1, CCCCCC, [Li]CCCC, [Cl-], [NH4+]. The product is CCCC[Sn](CCCC)(CCCC)c1ccccn1. Reaction SMILES: [Br:1][c:2]1[cH:3][cH:4][cH:5][cH:6][n:7]1.[CH2:13]([CH2:14][CH2:15][CH3:16])[Sn:17]([CH2:18][CH2:19][CH2:20][CH3:21])([CH2:22][CH2:23][CH2:24][CH3:25])[Cl:26].[CH2:29]1[O:30][CH2:31][CH2:32][CH2:33]1.[CH3:34][CH2:35][CH2:36][CH2:37][CH2:38][CH3:39].[CH3:8][CH2:9][CH2:10][CH2:11][Li:12].[Cl-:27].[NH4+:28]>>[c:2]1([Sn:17]([CH2:13][CH2:14][CH2:15][CH3:16])([CH2:18][CH2:19][CH2:20][CH3:21])[CH2:22][CH2:23][CH2:24][CH3:25])[cH:3][cH:4][cH:5][cH:6][n:7]1. Procedure details: The title compound was prepared from 2-Amino-6-chloro-N-methoxy-N-methyl-nicotinamide (Example 3) and 1-fluoro-4-iodobenzene (Aldrich 99%) using the procedure described in Example 7. HRMS, observed: 250.0314, Calcd for M+: 250.0309. Starting materials: NC1=C(C(=O)N(C)OC)C=CC(=N1)Cl (2-Amino-6-chloro-N-methoxy-N-methyl-nicotinamide), FC1=CC=C(C=C1)I (1-fluoro-4-iodobenzene). Yields the product NC1=NC(=CC=C1C(=O)C1=CC=C(C=C1)F)Cl ((2-Amino-6-chloro-pyridin-3-yl)-(4-fluoro-phenyl)-methanone). RXN SMILES: [NH2:1][C:2]1[N:13]=[C:12]([Cl:14])[CH:11]=[CH:10][C:3]=1[C:4](N(OC)C)=[O:5].[F:15][C:16]1[CH:21]=[CH:20][C:19](I)=[CH:18][CH:17]=1>>[NH2:1][C:2]1[C:3]([C:4]([C:19]2[CH:20]=[CH:21][C:16]([F:15])=[CH:17][CH:18]=2)=[O:5])=[CH:10][CH:11]=[C:12]([Cl:14])[N:13]=1.